This data is from the Open Reaction Database (ORD), a public repository of structured organic reaction records. The task is: describe an organic reaction: reactants, conditions, products, and yield The reactants are CC1=NC2=CC=C(C=C2C=C1)F (2-methyl-6-fluoroquinoline), C1=CC(=CC(=C1)C=O)C=O (isophthaldehyde), C(C)(=O)OC(C)=O (acetic anhydride). Run in C=1(C(=CC=CC1)C)C (xylene). Yields the product FC=1C=C2C=CC(=NC2=CC1)/C=C/C=1C=C(C=O)C=CC1 (3-(6-fluoroquinol-2-yl-trans-ethenyl)benzaldehyde). Yield: 50.7%. Reaction SMILES: [CH3:1][C:2]1[CH:11]=[CH:10][C:9]2[C:4](=[CH:5][CH:6]=[C:7]([F:12])[CH:8]=2)[N:3]=1.[CH:13]1[CH:18]=[C:17]([CH:19]=[O:20])[CH:16]=[C:15]([CH:21]=O)[CH:14]=1.C(OC(=O)C)(=O)C>C1(C)C(C)=CC=CC=1>[F:12][C:7]1[CH:8]=[C:9]2[C:4](=[CH:5][CH:6]=1)[N:3]=[C:2](/[CH:1]=[CH:21]/[C:15]1[CH:16]=[C:17]([CH:18]=[CH:13][CH:14]=1)[CH:19]=[O:20])[CH:11]=[CH:10]2. Reported procedure: Using the procedure of Preparation I1, 5.04 g of 2-methyl-6-fluoroquinoline, 4.20 g of isophthaldehyde and 8.86 ml of acetic anhydride in 100 ml of xylene gave 4.40 g of the titled product as a pale yellow solid, m.p. 110°-111° C. The reactants are D4, FC1=C(C=C(C=O)C=C1)C(F)(F)F (4-fluoro-3-(trifluoromethyl)benzaldehyde), OC=1C=C(C#N)C=CC1 (3-hydroxybenzonitrile). Product: C(=O)C1=CC(=C(OC=2C=C(C#N)C=CC2)C=C1)C(F)(F)F (3-(4-formyl-2-(trifluoromethyl)phenoxy)benzonitrile). Reaction SMILES: F[C:2]1[CH:9]=[CH:8][C:5]([CH:6]=[O:7])=[CH:4][C:3]=1[C:10]([F:13])([F:12])[F:11].[OH:14][C:15]1[CH:16]=[C:17]([CH:20]=[CH:21][CH:22]=1)[C:18]#[N:19]>>[CH:6]([C:5]1[CH:8]=[CH:9][C:2]([O:14][C:15]2[CH:16]=[C:17]([CH:20]=[CH:21][CH:22]=2)[C:18]#[N:19])=[C:3]([C:10]([F:13])([F:12])[F:11])[CH:4]=1)=[O:7]. Procedure details: The title compound was prepared by a procedure similar to that described for D4 starting from 4-fluoro-3-(trifluoromethyl)benzaldehyde and 3-hydroxybenzonitrile. LC-MS (ESI): m/z 290 [M−H]−; 1.69 min (ret time). The reactants are COC1=C(C=CC=C1)N1CCNCC1 (1-(2-methoxyphenyl)piperazine), Cl.CC1=CC=C(C=C1)NN ((4-methylphenyl)hydrazine hydrochloride), FC1=C(C(=C(C(=C1CO)F)F)F)F (pentafluorobenzyl alcohol), C1(=CC=CC=C1)P(C1=CC=CC=C1)C1=CC=CC=C1 (triphenylphosphine), N(=NC(=O)OC(C)C)C(=O)OC(C)C (diisopropyl azodicarboxylate), BrC1=CC=C(C=C1)C(CCCC(=O)O)=O (4-Bromo-δ-oxobenzenepentanoic acid), C(C)(C)N=C=NC(C)C (1,3-diisopropylcarbodiimide). The reagents and catalysts are [Cl-].[Zn+2].[Cl-] (zinc chloride), CN(C1=CC=NC=C1)C (4-Dimethylaminopyridine). Solvent: O1CCCC1 (tetrahydrofuran), O1CCCC1 (tetrahydrofuran), C(C)(=O)O (acetic acid), O1CCCC1.ClCCl (tetrahydrofuran dichloromethane), O1CCCC1.ClCCl (tetrahydrofuran dichloromethane). Run at temperature 70 celsius, time 20 minute. The product is BrC1=CC=C(C=C1)C=1NC2=CC=C(C=C2C1CCC(=O)N1CCN(CC1)C1=C(C=CC=C1)OC)C (1-{3-[2-(4-Bromophenyl)-5-methyl-1H-indol-3-yl]-1-oxopropyl}-4-(2-methoxyphenyl)piperazine). Isolated yield 20.2%. Reaction SMILES: [Br:1][C:2]1[CH:7]=[CH:6][C:5]([C:8](=O)[CH2:9][CH2:10][CH2:11][C:12]([OH:14])=O)=[CH:4][CH:3]=1.C(N=C=NC(C)C)(C)C.Cl.[CH3:26][C:27]1[CH:32]=[CH:31][C:30]([NH:33]N)=[CH:29][CH:28]=1.FC1C(CO)=C(F)C(F)=C(F)C=1F.C1(P(C2C=CC=CC=2)C2C=CC=CC=2)C=CC=CC=1.N(C(OC(C)C)=O)=NC(OC(C)C)=O.[CH3:81][O:82][C:83]1[CH:88]=[CH:87][CH:86]=[CH:85][C:84]=1[N:89]1[CH2:94][CH2:93][NH:92][CH2:91][CH2:90]1>O1CCCC1.ClCCl.CN(C)C1C=CN=CC=1.C(O)(=O)C.O1CCCC1.[Cl-].[Zn+2].[Cl-]>[Br:1][C:2]1[CH:3]=[CH:4][C:5]([C:8]2[NH:33][C:30]3[C:31]([C:9]=2[CH2:10][CH2:11][C:12]([N:92]2[CH2:91][CH2:90][N:89]([C:84]4[CH:85]=[CH:86][CH:87]=[CH:88][C:83]=4[O:82][CH3:81])[CH2:94][CH2:93]2)=[O:14])=[CH:32][C:27]([CH3:26])=[CH:28][CH:29]=3)=[CH:6][CH:7]=1 |f:2.3,8.9,13.14.15|. Procedure details: 4-Bromo-δ-oxobenzenepentanoic acid (J. Org. Chem. 1948, 13, 284; J. Org. Chem. 1984, 49, 3170; 6.2 g, 23 mmol) was added to a solution of 1,3-diisopropylcarbodiimide (1.8 mL, 11.5 mmol) in tetrahydrofuran-dichloromethane (1:1, 40 mL) and the mixture was allowed to stand at room temperature for 20 min. The mixture was added to 4-sulfamylbenzoyl AM resin (Novabiochem, product no. 01-64-0121, 1.15 mmol/g loading; 2 g) in a 70 mL solid phase extraction cartridge equipped with a frit and stopcock. 4-... The reactants are O (water), ClC1=C(C(=CC(=C1)OCC1=CC=CC=C1)Cl)OCCCCCl (1,3-dichloro-2-(4-chlorobutoxy)-5-(phenylmethoxy)benzene), CC1(OC2=C(O1)C=CC=C2O)C (2,2-dimethylbenzo[d]1,3-dioxolan-4-ol), C([O-])([O-])=O.[K+].[K+] (potassium carbonate). Run in CN(C)C=O (DMF). Yields the product CC1(OC2=C(O1)C=CC(=C2)OCCCCOC2=C(C=C(C=C2Cl)OCC2=CC=CC=C2)Cl)C (2-[4-(2,2-dimethylbenzo[d]1,3-dioxolan-5-oxy)butoxy]-1,3-dichloro-5-(phenylmethoxy)benzene). The yield is 71.4%. Reaction SMILES: [Cl:1][C:2]1[CH:7]=[C:6]([O:8][CH2:9][C:10]2[CH:15]=[CH:14][CH:13]=[CH:12][CH:11]=2)[CH:5]=[C:4]([Cl:16])[C:3]=1[O:17][CH2:18][CH2:19][CH2:20][CH2:21]Cl.[CH3:23][C:24]1([CH3:34])[O:28][C:27]2[CH:29]=[CH:30][CH:31]=[C:32](O)[C:26]=2[O:25]1.C(=O)([O-])[O-:36].[K+].[K+].O>CN(C=O)C>[CH3:23][C:24]1([CH3:34])[O:28][C:27]2[CH:29]=[CH:30][C:31]([O:36][CH2:21][CH2:20][CH2:19][CH2:18][O:17][C:3]3[C:4]([Cl:16])=[CH:5][C:6]([O:8][CH2:9][C:10]4[CH:11]=[CH:12][CH:13]=[CH:14][CH:15]=4)=[CH:7][C:2]=3[Cl:1])=[CH:32][C:26]=2[O:25]1 |f:2.3.4|. Procedure: A stirred solution of 0.3 gram (0.00083 mole) of 1,3-dichloro-2-(4-chlorobutoxy)-5-(phenylmethoxy)benzene, 0.17 gram (0.00100 mole) of 2,2-dimethylbenzo[d]1,3-dioxolan-4-ol, and 0.17 gram (0.00125 mole) of potassium carbonate in 10 mL of DMF was heated at 80° C. for about 18 hours. After this time, the reaction mixture was cooled and 30 mL of water was added. The mixture was then extracted with three 20 mL portions of diethyl ether. The combined extracts were washed with 20 mL of an aqueous solu... The reactants are FC(S(=O)(=O)OC1=C2CNC(C2=C(C=C1)C=1N(C2=CC=C(C=C2C1)CN1CCCCC1)C(=O)OC(C)(C)C)=O)(F)F (4-trifluoromethanesulfonyloxy-7-[1-(tert-butoxycarbonyl)-5-(piperidinomethyl)indol-2-yl]isoindolinone), CNCC#C (N-methylpropargylamine). Reagents/catalysts: Cl[Pd]([P](C1=CC=CC=C1)(C2=CC=CC=C2)C3=CC=CC=C3)([P](C4=CC=CC=C4)(C5=CC=CC=C5)C6=CC=CC=C6)Cl (bis(triphenylphosphine)dichloropalladium), [Cu](I)I (copper iodide). The solvent is C(C)NCC (diethylamine). Product: CNCC#CC1=C2CNC(C2=C(C=C1)C=1N(C2=CC=C(C=C2C1)CN1CCCCC1)C(=O)OC(C)(C)C)=O (4-(3-methylamino-1-propinyl)-7-[1-(tert-butoxycarbonyl)-5-(piperidinomethyl)indol-2-yl]isoindolinone). Yield: 47.1%. As a reaction SMILES: FC(F)(F)S(O[C:7]1[CH:15]=[CH:14][C:13]([C:16]2[N:17]([C:32]([O:34][C:35]([CH3:38])([CH3:37])[CH3:36])=[O:33])[C:18]3[C:23]([CH:24]=2)=[CH:22][C:21]([CH2:25][N:26]2[CH2:31][CH2:30][CH2:29][CH2:28][CH2:27]2)=[CH:20][CH:19]=3)=[C:12]2[C:8]=1[CH2:9][NH:10][C:11]2=[O:39])(=O)=O.[CH3:42][NH:43][CH2:44][C:45]#[CH:46]>C(NCC)C.Cl[Pd](Cl)([P](C1C=CC=CC=1)(C1C=CC=CC=1)C1C=CC=CC=1)[P](C1C=CC=CC=1)(C1C=CC=CC=1)C1C=CC=CC=1.[Cu](I)I>[CH3:42][NH:43][CH2:44][C:45]#[C:46][C:7]1[CH:15]=[CH:14][C:13]([C:16]2[N:17]([C:32]([O:34][C:35]([CH3:38])([CH3:36])[CH3:37])=[O:33])[C:18]3[C:23]([CH:24]=2)=[CH:22][C:21]([CH2:25][N:26]2[CH2:31][CH2:30][CH2:29][CH2:28][CH2:27]2)=[CH:20][CH:19]=3)=[C:12]2[C:8]=1[CH2:9][NH:10][C:11]2=[O:39] |^1:54,73|. Reported procedure: In a similar manner to Step 2 of Example 161, 4-trifluoromethanesulfonyloxy-7-[1-(tert-butoxycarbonyl)-5-(piperidinomethyl)indol-2-yl]isoindolinone (80.0 mg, 0.135 mmol) was dissolved in diethylamine (4.0 mL), and the solution was treated with bis(triphenylphosphine)dichloropalladium (14.3 mg, 0.203 mmol), copper iodide (11.6 mg, 0.0608 mmol) and N-methylpropargylamine (0.114 mL, 1.35 mmol), followed by purification by preparative thin-layer chromatography (chloroform/methanol=5/1 to 3/1) to obt... The reactants are BrC1=C(C(=CC=2C(=CCC(C12)(C)C)C(C)(C)C)C(C)=O)OC(C)C (1-(4-bromo-8-tert-butyl-3-isopropoxy-5,5-dimethyl-5,6-dihydro-naphthalen-2-yl)-ethanone), CCOC(=O)C(F)P(=O)(OCC)OCC (triethyl 2-fluoro-2-phosphonoacetate), C(CCC)[Li] (n-butyllithium). Solvent: C1CCOC1 (THF). Yields the product BrC1=C(C(=CC=2C(=CCC(C12)(C)C)C(C)(C)C)/C(=C(\C(=O)OCC)/F)/C)OC(C)C (Ethyl (2E)-3-(4-bromo-8-tert-butyl-3-isopropoxy-5,5-dimethyl-5,6-dihydro-naphthalen-2-yl)-2-fluoro-but-2-enoate). Reaction SMILES: [Br:1][C:2]1[C:11]2[C:10]([CH3:13])([CH3:12])[CH2:9][CH:8]=[C:7]([C:14]([CH3:17])([CH3:16])[CH3:15])[C:6]=2[CH:5]=[C:4]([C:18](=O)[CH3:19])[C:3]=1[O:21][CH:22]([CH3:24])[CH3:23].[CH3:25][CH2:26][O:27][C:28]([CH:30](P(OCC)(OCC)=O)[F:31])=[O:29].C([Li])CCC>C1COCC1>[Br:1][C:2]1[C:11]2[C:10]([CH3:13])([CH3:12])[CH2:9][CH:8]=[C:7]([C:14]([CH3:16])([CH3:15])[CH3:17])[C:6]=2[CH:5]=[C:4](/[C:18](/[CH3:19])=[C:30](/[F:31])\[C:28]([O:27][CH2:26][CH3:25])=[O:29])[C:3]=1[O:21][CH:22]([CH3:23])[CH3:24]. Reported procedure: As described in General Procedure F-1, 1-(4-bromo-8-tert-butyl-3-isopropoxy-5,5-dimethyl-5,6-dihydro-naphthalen-2-yl)-ethanone (Compound A-115, 143 mg, 0.36 mmol) and triethyl 2-fluoro-2-phosphonoacetate (352 mg, 1.46 mmol) were reacted with n-butyllithium (1.6 M in hexanes, 0.91 mL, 1.46 mmol) in THF to produce the title compound after purification by flash column chromatography (silica gel, 2% ethyl acetate in hexane).